The task is: describe an organic reaction: reactants, conditions, products, and yield. This data is from the Open Reaction Database (ORD), a public repository of structured organic reaction records. Starting materials: FC(S(=O)(=O)OC1=C(C=NC2=CC=CN=C12)NC(CCCC)=O)(F)F (3-(pentanoylamino)[1,5]naphthyridin-4-yl trifluoromethanesulfonate), Cl.C(C)(C)ON (O-isopropylhydroxylamine hydrochloride). The solvent is C(C)(C)O (isopropanol). Conditions: time 8 hour. Yields the product C(CCC)C=1N(C2=C(C=NC=3C=CC=NC23)N1)OC(C)C (2-butyl-1-isopropoxy-1H-imidazo[4,5-c][1,5]naphthyridine). Yield: 19.5%. Reaction SMILES: FC(F)(F)S(O[C:7]1[C:16]2[C:11](=[CH:12][CH:13]=[CH:14][N:15]=2)[N:10]=[CH:9][C:8]=1[NH:17][C:18](=O)[CH2:19][CH2:20][CH2:21][CH3:22])(=O)=O.Cl.[CH:27]([O:30][NH2:31])([CH3:29])[CH3:28]>C(O)(C)C>[CH2:19]([C:18]1[N:31]([O:30][CH:27]([CH3:29])[CH3:28])[C:7]2[C:16]3[N:15]=[CH:14][CH:13]=[CH:12][C:11]=3[N:10]=[CH:9][C:8]=2[N:17]=1)[CH2:20][CH2:21][CH3:22] |f:1.2|. Procedure details: A solution of 3-(pentanoylamino)[1,5]naphthyridin-4-yl trifluoromethanesulfonate (2.7 g, 7.2 mmol), O-isopropylhydroxylamine hydrochloride (1.1 g, 9.9 mmol), and isopropanol (50 mL) was heated at reflux for six hours, allowed to cool to room temperature, stirred overnight, and concentrated under reduced pressure. The residue was stirred with dichloromethane (100 mL) and saturated aqueous sodium carbonate (50 mL) for 15 minutes. The organic layer was separated and dried over potassium carbonate, ... Reaction SMILES: [CH3:1][C:2]1[CH:7]=[CH:6][N:5]=[CH:4][CH:3]=1.[CH2:8]=[CH:9][CH:10]=[CH2:11]>>[CH2:1]([C:2]1[CH:7]=[CH:6][N:5]=[CH:4][CH:3]=1)[CH2:8][CH:9]=[CH:10][CH3:11]. The product is C(CC=CC)C1=CC=NC=C1 (4-(3-pentenyl)pyridine). Reactants: CC1=CC=NC=C1 (4-methylpyridine), solid, C=CC=C (butadiene). Reported procedure: 220 g of 4-methylpyridine and 1.0 g of solid base A were fed into a 1000 ml autoclave equipped with an electromagnetic stirrer under an atmosphere of nitrogen, and then heated to 140° C. with stirring at 700 r.p.m. subsequently, 16.5 g of butadiene was added to the mixture in 1 hour. After the reaction, the autoclave was cooled and the catalyst was removed by filtration. The reaction solution was analyzed by gas chromatography. 4-(3-pentenyl)pyridine was obtained in a 86% yield based on 4-methyp... Isolated yield 86.0%. Conditions: temperature 140 celsius. The reactants are BrC=1C=CC(=C(C(=O)O)C1)Cl (5-bromo-2-chlorobenzoic acid), COC1=CC(=CC=C1)OC (1,3-dimethoxybenzene). Product: BrC1=CC(=C(C=C1)Cl)CC1=C(C=C(C=C1)OC)OC (1-bromo-4-chloro-3-(2,4-dimethoxybenzyl)benzene). Reaction SMILES: [Br:1][C:2]1[CH:3]=[CH:4][C:5]([Cl:11])=[C:6]([CH:10]=1)[C:7](O)=O.[CH3:12][O:13][C:14]1[CH:19]=[CH:18][CH:17]=[C:16]([O:20][CH3:21])[CH:15]=1>>[Br:1][C:2]1[CH:3]=[CH:4][C:5]([Cl:11])=[C:6]([CH2:7][C:17]2[CH:18]=[CH:19][C:14]([O:13][CH3:12])=[CH:15][C:16]=2[O:20][CH3:21])[CH:10]=1. Procedure: Synthesis was performed by a similar method as in Preparation Example 14 using 5-bromo-2-chlorobenzoic acid and 1,3-dimethoxybenzene. Reaction SMILES: Br[C@:2]12[C@@H:19]([OH:20])[CH2:18][C@@:16]3([CH3:17])[C@@H:12]([CH2:13][CH2:14][C:15]3=[O:21])[C@@H:11]1[CH2:10][CH2:9][C:8]1[C@:3]2([CH3:23])[CH2:4][CH2:5][C:6](=[O:22])[CH:7]=1.C(O)(=O)CS.O>CN(C=O)C>[OH:20][C@H:19]1[CH2:18][C@@:16]2([CH3:17])[C@@H:12]([CH2:13][CH2:14][C:15]2=[O:21])[C@H:11]2[C@H:2]1[C@:3]1([CH3:23])[C:8]([CH2:9][CH2:10]2)=[CH:7][C:6](=[O:22])[CH2:5][CH2:4]1. Procedure: A solution of 9α-bromo-11β-hydroxyandrost-4-ene-3,17-dione (III, 3.00 g) thioglycolic acid (3.0 ml) in DMF (17 ml) is stirred under nitrogen in a 45°-50° water bath. A chromous sulfate solution (1.4 M, 7.0 ml) is added dropwise over about 5 minutes. The mixture is allowed to cool, and the resulting slurry is diluted by slow addition of water (50 ml). The mixture is cooled to about 5° and filtered. The filter cake is washed with water and air dried to give the title compound (2.03 g, 85.3% chemic... Yields the product O[C@@H]1[C@@H]2[C@]3(CCC(C=C3CC[C@H]2[C@@H]2CCC([C@@]2(C)C1)=O)=O)C (11β-Hydroxyandrost-4-ene-3,17-dione). The reactants are O (water), Br[C@@]12[C@]3(CCC(C=C3CC[C@H]1[C@@H]1CCC([C@@]1(C)C[C@@H]2O)=O)=O)C (9α-bromo-11β-hydroxyandrost-4-ene-3,17-dione), C(CS)(=O)O (thioglycolic acid), chromous sulfate. The yield is 85.3%. The solvent is CN(C)C=O (DMF). Reactants: ClC=1C=C(C(=O)O)C=CC1C(NC1=CC(=C(C=C1)Cl)C1=NC=CC=C1)=O (3-chloro-4-(4-chloro-3-(pyridin-2-yl)phenylcarbamoyl)benzoic acid), N1C=NCCC1 (1,4,5,6-tetrahydropyrimidine). Product: ClC1=C(C(=O)NC2=CC(=C(C=C2)Cl)C2=NC=CC=C2)C=CC(=C1)C(=O)N1C=NCCC1 (2-chloro-N-(4-chloro-3-(pyridin-2-yl)phenyl)-4-(1,4,5,6-tetrahydropyrimidine-1-carbonyl)benzamide). As a reaction SMILES: [Cl:1][C:2]1[CH:3]=[C:4]([CH:8]=[CH:9][C:10]=1[C:11](=[O:26])[NH:12][C:13]1[CH:18]=[CH:17][C:16]([Cl:19])=[C:15]([C:20]2[CH:25]=[CH:24][CH:23]=[CH:22][N:21]=2)[CH:14]=1)[C:5]([OH:7])=O.[NH:27]1[CH2:32][CH2:31][CH2:30][N:29]=[CH:28]1>>[Cl:1][C:2]1[CH:3]=[C:4]([C:5]([N:29]2[CH2:30][CH2:31][CH2:32][N:27]=[CH:28]2)=[O:7])[CH:8]=[CH:9][C:10]=1[C:11]([NH:12][C:13]1[CH:18]=[CH:17][C:16]([Cl:19])=[C:15]([C:20]2[CH:25]=[CH:24][CH:23]=[CH:22][N:21]=2)[CH:14]=1)=[O:26]. Reported procedure: 50 mg of 3-chloro-4-(4-chloro-3-(pyridin-2-yl)phenylcarbamoyl)benzoic acid was coupled to 1,4,5,6-tetrahydropyrimidine via Procedure G. The product was purified on reverse phase HPLC to yield 2-chloro-N-(4-chloro-3-(pyridin-2-yl)phenyl)-4-(1,4,5,6-tetrahydropyrimidine-1-carbonyl)benzamide. MS (Q1) 454 (M)+.